Dataset: the Open Reaction Database (ORD), a public repository of structured organic reaction records. Task: describe an organic reaction: reactants, conditions, products, and yield Starting materials: ClC=1C=CC(=C(CN2C3=C(NCC2)N=CC(=C3)C3=CC=C(C(=O)O)C=C3)C1)C(F)(F)F (4-{1-[5-chloro-2-(trifluoromethyl)benzyl]-1,2,3,4-tetrahydropyrido[2,3-b]pyrazin-7-yl}benzoic acid), C1(=CC=CC=C1)N1CCNCC1 (1-phenylpiperazine). Yields the product ClC=1C=CC(=C(CN2C3=C(NCC2)N=CC(=C3)C3=CC=C(C=C3)C(=O)N3CCN(CC3)C3=CC=CC=C3)C1)C(F)(F)F ((4-{1-[5-Chloro-2-(trifluoromethyl)benzyl]-1,2,3,4-tetrahydropyrido[2,3-b]pyrazin-7-yl}phenyl)-(4-phenylpiperazin-1-yl)methanone). RXN SMILES: [Cl:1][C:2]1[CH:3]=[CH:4][C:5]([C:28]([F:31])([F:30])[F:29])=[C:6]([CH:27]=1)[CH2:7][N:8]1[CH2:13][CH2:12][NH:11][C:10]2[N:14]=[CH:15][C:16]([C:18]3[CH:26]=[CH:25][C:21]([C:22]([OH:24])=O)=[CH:20][CH:19]=3)=[CH:17][C:9]1=2.[C:32]1([N:38]2[CH2:43][CH2:42][NH:41][CH2:40][CH2:39]2)[CH:37]=[CH:36][CH:35]=[CH:34][CH:33]=1>>[Cl:1][C:2]1[CH:3]=[CH:4][C:5]([C:28]([F:29])([F:31])[F:30])=[C:6]([CH:27]=1)[CH2:7][N:8]1[CH2:13][CH2:12][NH:11][C:10]2[N:14]=[CH:15][C:16]([C:18]3[CH:26]=[CH:25][C:21]([C:22]([N:41]4[CH2:42][CH2:43][N:38]([C:32]5[CH:37]=[CH:36][CH:35]=[CH:34][CH:33]=5)[CH2:39][CH2:40]4)=[O:24])=[CH:20][CH:19]=3)=[CH:17][C:9]1=2. Reported procedure: 4-{1-[5-chloro-2-(trifluoromethyl)benzyl]-1,2,3,4-tetrahydropyrido[2,3-b]pyrazin-7-yl}benzoic acid was reacted with 1-phenylpiperazine as in General Procedure 10 to give the title compound. LCMS: m/z=592.00 (M+H+); retention time=0.98 minutes. Reactants: O=C1NC(=O)c2ccc(Br)cc2C1=CNCc1ccc(O)c(O)c1, CCOC(=O)C(Br)(Br)C(=O)OCC, O=C([O-])[O-], CN(C)C=O, [K+], [K+]. The product is CCOC(=O)C1(C(=O)OCC)Oc2ccc(CNC=C3C(=O)NC(=O)c4ccc(Br)cc43)cc2O1. Reaction SMILES: [Br:1][c:2]1[cH:3][c:4]2[c:9]([cH:10][cH:11]1)[C:8](=[O:12])[NH:7][C:6](=[O:13])[C:5]2=[CH:14][NH:15][CH2:16][c:17]1[cH:18][c:19]([OH:24])[c:20]([OH:23])[cH:21][cH:22]1.[Br:31][C:32]([C:33](=[O:34])[O:35][CH2:36][CH3:37])([C:38](=[O:39])[O:40][CH2:41][CH3:42])[Br:43].[C:25](=[O:26])([O-:27])[O-:28].[CH3:44][N:45]([CH3:46])[CH:47]=[O:48].[K+:29].[K+:30]>>[Br:1][c:2]1[cH:3][c:4]2[c:9]([cH:10][cH:11]1)[C:8](=[O:12])[NH:7][C:6](=[O:13])[C:5]2=[CH:14][NH:15][CH2:16][c:17]1[cH:18][c:19]2[c:20]([cH:21][cH:22]1)[O:23][C:32]([C:33](=[O:34])[O:35][CH2:36][CH3:37])([C:38](=[O:39])[O:40][CH2:41][CH3:42])[O:24]2. Reactants: C1(=CC=CC=C1)[C@H](C)NC1=NC=CC(=N1)N1C=NC2=C1C=CC(=C2)[Sn](C)(C)C (2-[(S)-1-Phenylethylamino]-4-[5-trimethylstannylbenzimidazol-1-yl]pyrimidine), BrC1=C(C(=NC(=C1F)F)F)F (4-bromo-2,3,5,6-tetrafluoropyridine). Product: C1(=CC=CC=C1)[C@H](C)NC1=NC=CC(=N1)N1C=NC2=C1C=CC(=C2)C2=C(C(=NC(=C2F)F)F)F (2-[(S)-1-Phenylethylamino]-4-[5-(tetrafluoropyridin-4-yl)benzimidazol-1-yl]pyrimidine). Reaction SMILES: [C:1]1([C@@H:7]([NH:9][C:10]2[N:15]=[C:14]([N:16]3[C:20]4[CH:21]=[CH:22][C:23]([Sn](C)(C)C)=[CH:24][C:19]=4[N:18]=[CH:17]3)[CH:13]=[CH:12][N:11]=2)[CH3:8])[CH:6]=[CH:5][CH:4]=[CH:3][CH:2]=1.Br[C:30]1[C:35]([F:36])=[C:34]([F:37])[N:33]=[C:32]([F:38])[C:31]=1[F:39]>>[C:1]1([C@@H:7]([NH:9][C:10]2[N:15]=[C:14]([N:16]3[C:20]4[CH:21]=[CH:22][C:23]([C:30]5[C:35]([F:36])=[C:34]([F:37])[N:33]=[C:32]([F:38])[C:31]=5[F:39])=[CH:24][C:19]=4[N:18]=[CH:17]3)[CH:13]=[CH:12][N:11]=2)[CH3:8])[CH:6]=[CH:5][CH:4]=[CH:3][CH:2]=1. Reported procedure: The title compound was prepared according to the procedure described in EXAMPLE 424, starting from 2-[(S)-1-Phenylethylamino]-4-[5-trimethylstannylbenzimidazol-1-yl]pyrimidine and 4-bromo-2,3,5,6-tetrafluoropyridine. Mass spectrum (ESI) 465.5 (M+1). Reactants: CP(OC)(OC)=O (dimethyl methylphosphonate), C(CCC)[Li] (n-butyl-lithium), C1(CCCCC1)C(C(=O)OCC)C (ethyl 2-cyclohexylpropionate). Solvent: O1CCCC1 (tetrahydrofuran), C(C)(=O)O (acetic acid), O1CCCC1 (tetrahydrofuran), C(C)OCC (diethyl ether). Reaction conditions: temperature 0 celsius, time 8 hour. The product is C1(CCCCC1)C(C(CP(OC)(OC)=O)=O)C (Dimethyl 3-cyclohexyl-2-oxobutylphosphonate). Yield: 30.2%. Reaction SMILES: [CH3:1][P:2](=[O:7])([O:5][CH3:6])[O:3][CH3:4].C([Li])CCC.[CH:13]1([CH:19]([CH3:25])[C:20](OCC)=[O:21])[CH2:18][CH2:17][CH2:16][CH2:15][CH2:14]1>C(O)(=O)C.O1CCCC1.C(OCC)C>[CH:13]1([CH:19]([CH3:25])[C:20](=[O:21])[CH2:1][P:2](=[O:7])([O:5][CH3:6])[O:3][CH3:4])[CH2:18][CH2:17][CH2:16][CH2:15][CH2:14]1. Procedure: 74.5 g. of dimethyl methylphosphonate were dissolved in 514 ml. of tetrahydrofuran and the solution cooled to -60°C. To this solution a solution of n-butyl-lithium [prepared from 40.5 g. of n-butyl bromide and 9.2 g. of lithium] in 240 ml. of diethyl ether was added dropwise. A solution of 39.5 g. of ethyl 2-cyclohexylpropionate in 130 ml. of tetrahydrofuran was added dropwise and the mixture stirred at the same temperature for 2 hours and afterwards at 0°C. overnight. The reaction mixture was t... Reactants: C(#CCCC)O (pentynol), C(Cl)Cl (CH2Cl2), C(=O)(C1=CC=CC=C1)Cl (BzCl). The reagents and catalysts are CN(C)C=1C=CN=CC1 (DMAP). Run in CCN(CC)CC (Et3N). Reaction conditions: temperature 0 celsius. The product is C(C1=CC=CC=C1)(=O)OCCCC#C (pent-4-yn-1-yl benzoate). Isolated yield 89.2%. As a reaction SMILES: [C:1]([OH:6])#[C:2][CH2:3][CH2:4][CH3:5].C(Cl)Cl.[C:10](Cl)([C:12]1[CH:17]=[CH:16][CH:15]=[CH:14][CH:13]=1)=[O:11]>CN(C1C=CN=CC=1)C.CCN(CC)CC>[C:10]([O:6][CH2:1][CH2:2][CH2:3][C:4]#[CH:5])(=[O:11])[C:12]1[CH:17]=[CH:16][CH:15]=[CH:14][CH:13]=1. Procedure: To a flame-dried round-bottomed flask was added pentynol (1 equiv., 24 mmol, 2.0 g) and CH2Cl2 (80 mL). The solution was cooled to 0° C. and BzCl (1.2 equiv., 28 mmol, 3.3 mL) was added dropwise, followed by DMAP (0.1 equiv., 2.4 mmol, 300 mg), and Et3N (7 mL). The reaction was warmed to ambient temperature over 12 h, quenched with 2N HCl (10 mL), extracted with EtOAc (2×40 mL), washed with brine (40 mL) and dried over Na2SO4. The purified product was isolated by concentrating in vacuo and purif... Starting materials: NC1=C(C=CC=C1[N+](=O)[O-])C(F)(F)F (2-amino-3-nitrobenzotrifluoride), C1(C(C=CC=2C3=CC=CC=C3C=CC12)=O)=O (phenanthrenequinone). The product is FC(C1=C2N=C3C4=C(C5=C(C3=NC2=CC=C1)C=CC=C5)C=CC=C4)(F)F (10-(trifluoromethyl)dibenzo[a,c]phenazine). The yield is 76.0%. Reaction SMILES: [NH2:1][C:2]1[C:7]([N+:8]([O-])=O)=[CH:6][CH:5]=[CH:4][C:3]=1[C:11]([F:14])([F:13])[F:12].[C:15]1(=O)[C:28]2[CH:27]=[CH:26][C:25]3[C:20](=[CH:21][CH:22]=[CH:23][CH:24]=3)[C:19]=2[CH:18]=[CH:17][C:16]1=O>>[F:12][C:11]([F:14])([F:13])[C:3]1[CH:4]=[CH:5][CH:6]=[C:7]2[C:2]=1[N:1]=[C:26]1[C:27](=[N:8]2)[C:28]2[CH:15]=[CH:16][CH:17]=[CH:18][C:19]=2[C:20]2[CH:21]=[CH:22][CH:23]=[CH:24][C:25]1=2. Reported procedure: When 0.034 mole each of 2-amino-3-nitrobenzotrifluoride and phenanthrenequinone were reacted by the method of Example 1, 9 g. (76 percent yield) of 10-(trifluoromethyl)dibenzo[a,c]phenazine, mp = 195°-196° C., were obtained. The reactants are C1CCC2(C1)C3CN(CC2CN(C3)CC4CC4)CC5CC5 (tedisamil), Cl (hydrochloric acid). The solvent is C(C)(C)O (isopropanol), C(C)(C)O (isopropanol). Product: C1CCC2(C1)C3CN(CC2CN(C3)CC4CC4)CC5CC5.Cl.Cl (tedisamil dihydrochloride). Isolated yield 80.2%. RXN SMILES: [CH2:1]1[CH2:5][C:4]2([CH:10]3[CH2:11][N:12]([CH2:14][CH:15]4[CH2:17][CH2:16]4)[CH2:13][CH:6]2[CH2:7][N:8]([CH2:18][CH:19]2[CH2:21][CH2:20]2)[CH2:9]3)[CH2:3][CH2:2]1.[ClH:22]>C(O)(C)C>[CH2:1]1[CH2:5][C:4]2([CH:10]3[CH2:11][N:12]([CH2:14][CH:15]4[CH2:17][CH2:16]4)[CH2:13][CH:6]2[CH2:7][N:8]([CH2:18][CH:19]2[CH2:21][CH2:20]2)[CH2:9]3)[CH2:3][CH2:2]1.[ClH:22].[ClH:22] |f:3.4.5|. Procedure details: 2 g (=0.0069 mole) of tedisamil were dissolved in 5 ml of isopropanol. A solution of 0.53 g of hydrochloric acid in 5 ml of isopropanol was added with stirring to this solution. After the formation of salts, isopropanol was removed by distillation, and the tedisamil dihydrochloride which remained as a residue was recrystallized from acetone and dried at 60° C. in a vacuum drying oven. 2 g of tedisamil dihydrochloride were obtained. DSC gave a melting range with decomposition at 225.7 to 240.4° C...